Dataset: the Open Reaction Database (ORD), a public repository of structured organic reaction records. Task: describe an organic reaction: reactants, conditions, products, and yield Starting materials: ClC1=C(N)C=CC(=C1)[N+](=O)[O-] (2-Chloro-4-nitroaniline), NC(=O)N (urea), OCCCN(CCCC(=O)OCC)C1=CC=CC=C1 (ethyl 4-[(3-hydroxypropyl)phenylamino]butanoate), N(=O)[O-].[Na+] (sodium nitrite), ClN(C1=CC=CC=C1)[N+](=O)[O-] (chloronitroaniline), C(C)(=O)[O-].[Na+] (sodium acetate). Run in O (water), O (water), C(C)(=O)O (acetic acid), O (water). Reaction conditions: time 20 minute. Yields the product ClC1=C(C=CC(=C1)[N+](=O)[O-])N=NC1=CC=C(C=C1)N(CCCC(=O)OCC)CCCO (Ethyl 4-({4-[(2-chloro-4-nitrophenyl)diazenyl]phenyl}(3-hydroxypropyl)amino)-butanoate). The yield is 68.0%. Reaction SMILES: [Cl:1][C:2]1[CH:8]=[C:7]([N+:9]([O-:11])=[O:10])[CH:6]=[CH:5][C:3]=1[NH2:4].Cl[N:13]([N+]([O-])=O)[C:14]1[CH:19]=[CH:18][CH:17]=[CH:16][CH:15]=1.N([O-])=O.[Na+].NC(N)=O.[OH:31][CH2:32][CH2:33][CH2:34][N:35](C1C=CC=CC=1)[CH2:36][CH2:37][CH2:38][C:39]([O:41][CH2:42][CH3:43])=[O:40].C([O-])(=O)C.[Na+]>O.C(O)(=O)C>[Cl:1][C:2]1[CH:8]=[C:7]([N+:9]([O-:11])=[O:10])[CH:6]=[CH:5][C:3]=1[N:4]=[N:13][C:14]1[CH:19]=[CH:18][C:17]([N:35]([CH2:34][CH2:33][CH2:32][OH:31])[CH2:36][CH2:37][CH2:38][C:39]([O:41][CH2:42][CH3:43])=[O:40])=[CH:16][CH:15]=1 |f:2.3,6.7|. Reported procedure: 2-Chloro-4-nitroaniline 2.5 g (10 mmol) is placed into a 125 mL flask and 6 mL of water is added. Agitation and sonication partially dissolves the yellow chloronitroaniline. Then the stirred solution is cooled with ice in a fume hood and 15.8 mL of concentrated (˜12 M) HCl is added. Most of the yellow material dissolves at this point. The flask is fitted with a dropping funnel, and a solution of 1.51 g (21.9 mmol) sodium nitrite in 3-4 mL of water is added to the dropping funnel and slowly added... The reactants are [H-].C(C(C)C)[Al+]CC(C)C (diisobutyl aluminium hydride), BrC1C2CC3C1OC(C3C2)=O (6-bromo-hexahydro-3,5-methano-2H-cyclopenta[b]furan-2-one), [Cl-].[Na+] (sodium chloride), [K].[Na] (sodium potassium). Solvent: C1(=CC=CC=C1)C (toluene), C1(=CC=CC=C1)C (toluene). Reaction conditions: temperature -60 celsius, time 45 minute. Yields the product BrC1C2CC3C1OC(C3C2)O (racemic 6-bromo-hexahydro-3,5-methano-2H-cyclopenta[b]furan-2-ol). Yield: 103.1%. As a reaction SMILES: [H-].C([Al+]CC(C)C)C(C)C.[Br:11][CH:12]1[CH:16]2[O:17][C:18](=[O:21])[CH:19]3[CH2:20][CH:13]1[CH2:14][CH:15]23.[K].[Na].[Cl-].[Na+]>C1(C)C=CC=CC=1>[Br:11][CH:12]1[CH:16]2[O:17][CH:18]([OH:21])[CH:19]3[CH2:20][CH:13]1[CH2:14][CH:15]23 |f:0.1,3.4,5.6,^1:21,22|. Reported procedure: 275 ml of a toluene solution of 1.2M of diisobutyl aluminium hydride were slowly added at -60° C. to a mixture of 62.16 g of 6-bromo-hexahydro-3,5-methano-2H-cyclopenta[b]furan-2-one [prepared by method of Ver Nooy et al, J.A.C.S., Vol. 77 (1955), p. 3583] and 500 ml of toluene and the mixture was stirred at -60° C. for 45 minutes and was then poured into aqueous 1M sodium potassium double tartrate. The mixture was stirred for 2 hours and the decanted aqueous phase was saturated with sodium chlo...